From a dataset of the Open Reaction Database (ORD), a public repository of structured organic reaction records. describe an organic reaction: reactants, conditions, products, and yield Starting materials: C1(=CC=CC=C1)C=1N=C(OC1C1=CC=CC=C1)C=1C(CCCC1)CC=1C=C(OCC(=O)OCC)C=CC1 (ethyl [3-[[2-(4,5-diphenyl-2-oxazolyl)-2-cyclohexen-1-yl]methyl]phenoxy]acetate), [OH-].[Na+] (sodium hydroxide). The solvent is COCCOC (1,2-dimethoxyethane), C(C)O (ethanol). Product: C1(=CC=CC=C1)C=1N=C(OC1C1=CC=CC=C1)C=1C(CCCC1)CC=1C=C(OCC(=O)[O-])C=CC1.[Na+] (sodium [3-[[2-(4,5-diphenyl-2-oxazolyl)-2-cyclohexen-1-yl]methyl]phenoxy]acetate). Reaction SMILES: [C:1]1([C:7]2[N:8]=[C:9]([C:18]3[CH:19]([CH2:24][C:25]4[CH:26]=[C:27]([CH:35]=[CH:36][CH:37]=4)[O:28][CH2:29][C:30]([O:32]CC)=[O:31])[CH2:20][CH2:21][CH2:22][CH:23]=3)[O:10][C:11]=2[C:12]2[CH:17]=[CH:16][CH:15]=[CH:14][CH:13]=2)[CH:6]=[CH:5][CH:4]=[CH:3][CH:2]=1.[OH-].[Na+:39]>COCCOC.C(O)C>[C:1]1([C:7]2[N:8]=[C:9]([C:18]3[CH:19]([CH2:24][C:25]4[CH:26]=[C:27]([CH:35]=[CH:36][CH:37]=4)[O:28][CH2:29][C:30]([O-:32])=[O:31])[CH2:20][CH2:21][CH2:22][CH:23]=3)[O:10][C:11]=2[C:12]2[CH:13]=[CH:14][CH:15]=[CH:16][CH:17]=2)[CH:2]=[CH:3][CH:4]=[CH:5][CH:6]=1.[Na+:39] |f:1.2,5.6|. Procedure details: A solution of ethyl [3-[[2-(4,5-diphenyl-2-oxazolyl)-2-cyclohexen-1-yl]methyl]phenoxy]acetate (355 mg) and 1N sodium hydroxide aqueous solution (0.71 ml) in 1,2-dimethoxyethane (6 ml) and ethanol (6 ml) was stirred at room temperature for 2 hours and evaporated in vacuo. The solid residue was washed with diethyl ether to afford sodium [3-[[2-(4,5-diphenyl-2-oxazolyl)-2-cyclohexen-1-yl]methyl]phenoxy]acetate (308 mg) as a pale yellow powder.